From a dataset of the Open Reaction Database (ORD), a public repository of structured organic reaction records. describe an organic reaction: reactants, conditions, products, and yield Starting materials: COC=1C=C(CN2C=CC3=CC=CN=C23)C=CC1 (1-(3-Methoxybenzyl)-7-azaindole), C(C(=O)Cl)(=O)Cl (oxalyl chloride). The solvent is COC(C)(C)C (t-butyl methyl ether), COC(C)(C)C (t-butyl methyl ether). Yields the product COC=1C=C(CN2C=C(C3=CC=CN=C23)C(C(=O)Cl)=O)C=CC1 (1-(3-methoxybenzyl)-7-azaindole-3-yl-glyoxylic acid chloride). As a reaction SMILES: [CH3:1][O:2][C:3]1[CH:4]=[C:5]([CH:16]=[CH:17][CH:18]=1)[CH2:6][N:7]1[C:15]2[C:10](=[CH:11][CH:12]=[CH:13][N:14]=2)[CH:9]=[CH:8]1.[C:19](Cl)(=[O:23])[C:20]([Cl:22])=[O:21]>COC(C)(C)C>[CH3:1][O:2][C:3]1[CH:4]=[C:5]([CH:16]=[CH:17][CH:18]=1)[CH2:6][N:7]1[C:15]2[C:10](=[CH:11][CH:12]=[CH:13][N:14]=2)[C:9]([C:19](=[O:23])[C:20]([Cl:22])=[O:21])=[CH:8]1. Procedure details: 1-(3-Methoxybenzyl)-7-azaindole (3.57 g, 15 mmoles) is dissolved in 50 mL of t-butyl methyl ether. A solution of 1.54 mL of oxalyl chloride (18 mmoles) in 10 mL of t-butyl methyl ether is added dropwise at 0° C. with stirring. Subsequently, the mixture is refluxed for 2 hours, after which the solvent is distilled off under vacuum. The resulting 1-(3-methoxybenzyl)-7-azaindole-3-yl-glyoxylic acid chloride is obtained as a solid residue, which is suspended in 50 mL of tetrahydrofuran (THF). Reactants: COc1ccc(CCl)cc1OCC1CC1, N#C[K], CN(C)C=O, O. Yields the product COc1ccc(CC#N)cc1OCC1CC1. Reaction SMILES: [Cl:1][CH2:2][c:3]1[cH:4][c:5]([O:11][CH2:12][CH:13]2[CH2:14][CH2:15]2)[c:6]([O:9][CH3:10])[cH:7][cH:8]1.[K:16][C:17]#[N:18].[O:19]=[CH:20][N:21]([CH3:22])[CH3:23].[OH2:24]>>[CH2:2]([c:3]1[cH:4][c:5]([O:11][CH2:12][CH:13]2[CH2:14][CH2:15]2)[c:6]([O:9][CH3:10])[cH:7][cH:8]1)[C:17]#[N:18]. Reactants: C=CC1CN(Cc2ccccc2)CCN1Cc1ccccc1, B1C2CCCC1CCC2, Cl, Ic1ccsc1, [Na+], [OH-], [Pd], c1ccc(P(c2ccccc2)c2ccccc2)cc1, c1ccc(P(c2ccccc2)c2ccccc2)cc1, c1ccc(P(c2ccccc2)c2ccccc2)cc1, c1ccc(P(c2ccccc2)c2ccccc2)cc1, c1ccc(P(c2ccccc2)c2ccccc2)cc1. Yields the product c1ccc(CN2CCN(Cc3ccccc3)C(CCc3ccsc3)C2)cc1. RXN SMILES: [CH2:10]([c:11]1[cH:12][cH:13][cH:14][cH:15][cH:16]1)[N:17]1[CH:18]([CH:30]=[CH2:31])[CH2:19][N:20]([CH2:23][c:24]2[cH:25][cH:26][cH:27][cH:28][cH:29]2)[CH2:21][CH2:22]1.[CH:1]12[CH2:2][CH2:3][CH2:4][CH:5]([BH:6]1)[CH2:7][CH2:8][CH2:9]2.[ClH:59].[I:51][c:52]1[cH:53][s:54][cH:55][cH:56]1.[Na+:58].[OH-:57].[Pd:60].[c:118]1([P:119]([c:120]2[cH:121][cH:122][cH:123][cH:124][cH:125]2)[c:126]2[cH:127][cH:128][cH:129][cH:130][cH:131]2)[cH:132][cH:133][cH:134][cH:135][cH:136]1.[c:32]1([P:33]([c:34]2[cH:35][cH:36][cH:37][cH:38][cH:39]2)[c:40]2[cH:41][cH:42][cH:43][cH:44][cH:45]2)[cH:46][cH:47][cH:48][cH:49][cH:50]1.[c:61]1([P:62]([c:63]2[cH:64][cH:65][cH:66][cH:67][cH:68]2)[c:69]2[cH:70][cH:71][cH:72][cH:73][cH:74]2)[cH:75][cH:76][cH:77][cH:78][cH:79]1.[c:80]1([P:81]([c:82]2[cH:83][cH:84][cH:85][cH:86][cH:87]2)[c:88]2[cH:89][cH:90][cH:91][cH:92][cH:93]2)[cH:94][cH:95][cH:96][cH:97][cH:98]1.[c:99]1([P:100]([c:101]2[cH:102][cH:103][cH:104][cH:105][cH:106]2)[c:107]2[cH:108][cH:109][cH:110][cH:111][cH:112]2)[cH:113][cH:114][cH:115][cH:116][cH:117]1>>[CH2:10]([c:11]1[cH:12][cH:13][cH:14][cH:15][cH:16]1)[N:17]1[CH:18]([CH2:30][CH2:31][c:52]2[cH:53][s:54][cH:55][cH:56]2)[CH2:19][N:20]([CH2:23][c:24]2[cH:25][cH:26][cH:27][cH:28][cH:29]2)[CH2:21][CH2:22]1. Reactants: NC1=CC=C(C=C1)C1=CSC2=C1C(=NC=C2C2=CC=C(C=C2)OCC2=CC=CC=C2)N (3-(4-aminophenyl)-7-[4-(benzyloxy)phenyl]thieno[3,2-c]pyridin-4-amine). Solvent: Br (HBr), C(C)(=O)O (acetic acid). Product: NC1=NC=C(C2=C1C(=CS2)C2=CC=C(C=C2)N)C2=CC=C(C=C2)O (4-[4-amino-3-(4-aminophenyl)thieno [3,2-c]pyridin-7-yl]phenol). Isolated yield 125.1%. As a reaction SMILES: [NH2:1][C:2]1[CH:7]=[CH:6][C:5]([C:8]2[C:12]3[C:13]([NH2:31])=[N:14][CH:15]=[C:16]([C:17]4[CH:22]=[CH:21][C:20]([O:23]CC5C=CC=CC=5)=[CH:19][CH:18]=4)[C:11]=3[S:10][CH:9]=2)=[CH:4][CH:3]=1>Br.C(O)(=O)C>[NH2:31][C:13]1[C:12]2[C:8]([C:5]3[CH:4]=[CH:3][C:2]([NH2:1])=[CH:7][CH:6]=3)=[CH:9][S:10][C:11]=2[C:16]([C:17]2[CH:22]=[CH:21][C:20]([OH:23])=[CH:19][CH:18]=2)=[CH:15][N:14]=1. Reported procedure: A suspension of Example 138 (132 mg) in 48% HBr (2 mL) and acetic acid (4 mL) was heated to 80° C. for 3 hours. The resulting homogeneous solution was concentrated and the residue was triturated from ethanol/diethyl ether to provide 130 mg of the desired product the dihydrobromide salt. 1H NMR (300 MHz, DMSO-d6) δ 3.67 (s, 2H), 6.95-6.98 (m, 6H), 7.34 (d, J=8.48 Hz, 2H), 7.51 (d, J=8.82 Hz, 2H), 7.85 (d, J=8.82 Hz, 2H), 9.83 (s, 1H); MS (ESI(+)) m/e 334 (M+H)+. Starting materials: O[C@@H]1C[C@H](N(C1)C(=O)OC(C)(C)C)CO (tert-butyl (2S,4R)-4-hydroxy-2-(hydroxymethyl)pyrrolidine-1-carboxylate), C(=O)(C(F)(F)F)O (TFA). Procedure: To tert-butyl (2S,4R)-4-hydroxy-2-(hydroxymethyl)pyrrolidine-1-carboxylate (498.5 mg, 2.29 mmol) dissolved in DCM (6.8 mL) was added TFA (0.85 mL). The mixture was stirred for 16 hours. The mixture was concentrated to give (3R,5S)-5-(hydroxymethyl)pyrrolidin-3-ol as a TFA salt. As a reaction SMILES: [OH:1][C@H:2]1[CH2:6][N:5](C(OC(C)(C)C)=O)[C@H:4]([CH2:14][OH:15])[CH2:3]1.[C:16]([OH:22])([C:18]([F:21])([F:20])[F:19])=[O:17]>C(Cl)Cl>[OH:15][CH2:14][C@H:4]1[NH:5][CH2:6][C@H:2]([OH:1])[CH2:3]1.[C:16]([OH:22])([C:18]([F:21])([F:20])[F:19])=[O:17]. Solvent: C(Cl)Cl (DCM). Run at time 16 hour. Product: OC[C@@H]1C[C@H](CN1)O ((3R,5S)-5-(hydroxymethyl)pyrrolidin-3-ol), C(=O)(C(F)(F)F)O (TFA). Starting materials: ClC=1C=C(C(=NC1)N)C#C[Si](C)(C)C (5-chloro-3-trimethylsilanylethynylpyridin-2-ylamine), [F-].[K+] (potassium fluoride). Solvent: CO (methanol). Product: ClC=1C=C(C(=NC1)N)C#C (5-chloro-3-ethynylpyridin-2-ylamine). The yield is 89.3%. RXN SMILES: [Cl:1][C:2]1[CH:3]=[C:4]([C:9]#[C:10][Si](C)(C)C)[C:5]([NH2:8])=[N:6][CH:7]=1.[F-].[K+]>CO>[Cl:1][C:2]1[CH:3]=[C:4]([C:9]#[CH:10])[C:5]([NH2:8])=[N:6][CH:7]=1 |f:1.2|. Reported procedure: A suspension of 1.6 g of 5-chloro-3-trimethylsilanylethynylpyridin-2-ylamine and 1.24 g of potassium fluoride in 80 ml of methanol is brought to reflux for approximately 3 hours 30 minutes. After returning to a temperature in the region of 20° C., the mixture is filtered through celite, and the insoluble material is washed three times with 50 ml of methanol. The filtrate is concentrated to dryness under reduced pressure (13 kPa). The residue is taken up with 100 ml of dichloromethane. The soluti...